Dataset: the Open Reaction Database (ORD), a public repository of structured organic reaction records. Task: describe an organic reaction: reactants, conditions, products, and yield Starting materials: C(C)(C)N(C(=O)C=1C=C2C(=C(NC2=CC1)C1=CC(=CC(=C1)C)C)CCN)C(C)C (3-(2-aminoethyl)-2-(3,5-dimethylphenyl)-1H-indole-5-carboxylic acid diisopropylamide), C(#N)[BH3-].[Na+] (sodium cyanoborohydride), S(=O)(=O)([O-])[O-].[Mg+2] (magnesium sulfate), N1=CC(=CC=C1)C1=CC=C(S1)C=O (5-pyridin-3-yl-thiophene-2-carbaldehyde). Solvent: CO (methanol), C(Cl)(Cl)Cl (chloroform), C(C)(=O)O (acetic acid). Conditions: time 40 minute. The product is C(C)(C)N(C(=O)C=1C=C2C(=C(NC2=CC1)C1=CC(=CC(=C1)C)C)CCN(CC=1SC(=CC1)C=1C=NC=CC1)CC=1SC(=CC1)C=1C=NC=CC1)C(C)C (3-{2-[Bis-(5-pyridin-3-yl-thiophen-2-ylmethyl)amino]ethyl}-2-(3,5-dimethylphenyl)-1H-indole-5-carboxylic acid diisopropylamide). As a reaction SMILES: [CH:1]([N:4]([CH:27]([CH3:29])[CH3:28])[C:5]([C:7]1[CH:8]=[C:9]2[C:13](=[CH:14][CH:15]=1)[NH:12][C:11]([C:16]1[CH:21]=[C:20]([CH3:22])[CH:19]=[C:18]([CH3:23])[CH:17]=1)=[C:10]2[CH2:24][CH2:25][NH2:26])=[O:6])([CH3:3])[CH3:2].S([O-])([O-])(=O)=O.[Mg+2].[N:36]1[CH:41]=[CH:40][CH:39]=[C:38]([C:42]2[S:46][C:45]([CH:47]=O)=[CH:44][CH:43]=2)[CH:37]=1.[C:49]([BH3-])#[N:50].[Na+]>C(O)(=O)C.CO.C(Cl)(Cl)Cl>[CH:27]([N:4]([CH:1]([CH3:3])[CH3:2])[C:5]([C:7]1[CH:8]=[C:9]2[C:13](=[CH:14][CH:15]=1)[NH:12][C:11]([C:16]1[CH:17]=[C:18]([CH3:23])[CH:19]=[C:20]([CH3:22])[CH:21]=1)=[C:10]2[CH2:24][CH2:25][N:26]([CH2:47][C:45]1[S:46][C:42]([C:38]2[CH:37]=[N:50][CH:49]=[CH:40][CH:39]=2)=[CH:43][CH:44]=1)[CH2:47][C:45]1[S:46][C:42]([C:38]2[CH:37]=[N:36][CH:41]=[CH:40][CH:39]=2)=[CH:43][CH:44]=1)=[O:6])([CH3:29])[CH3:28] |f:1.2,4.5|. Reported procedure: To a solution of 3-(2-aminoethyl)-2-(3,5-dimethylphenyl)-1H-indole-5-carboxylic acid diisopropylamide in a mixture of dry chloroform and methanol at 0° C. is added magnesium sulfate followed by 2.5 equivalents of 5-pyridin-3-yl-thiophene-2-carbaldehyde and the mixture stirred at low temperature. After 40 minutes, acetic acid is added followed by a solution of sodium cyanoborohydride and the mixture allowed to warm to room temperature. After completion, the reaction is quenched by the addition of... Starting materials: N1(CCNCC1)C=1C=C(C=CC1)C=1C=C(C2=CC=CC=C2C1)C(=O)NC=1C=C(C=CC1)/C=C/C(=O)OCC (Ethyl(2E)-3-{3[({3-[3-(piperazin-1-yl)phenyl]naphthalen-1-yl}carbonyl)amino]phenyl}prop-2-enoate), O[Li].O (LiOH.H2O). The product is N1(CCNCC1)C=1C=C(C=CC1)C=1C=C(C2=CC=CC=C2C1)C(=O)NC=1C=C(C=CC1)/C=C/C(=O)O ((2E)-3-{3[({3-[3-(piperazin-1-yl)phenyl]naphthalen-1-yl}carbonyl)amino]phenyl}prop-2-enoic acid). Isolated yield 74.7%. Reaction SMILES: [N:1]1([C:7]2[CH:8]=[C:9]([C:13]3[CH:14]=[C:15]([C:23]([NH:25][C:26]4[CH:27]=[C:28](/[CH:32]=[CH:33]/[C:34]([O:36]CC)=[O:35])[CH:29]=[CH:30][CH:31]=4)=[O:24])[C:16]4[C:21]([CH:22]=3)=[CH:20][CH:19]=[CH:18][CH:17]=4)[CH:10]=[CH:11][CH:12]=2)[CH2:6][CH2:5][NH:4][CH2:3][CH2:2]1.O[Li].O>>[N:1]1([C:7]2[CH:8]=[C:9]([C:13]3[CH:14]=[C:15]([C:23]([NH:25][C:26]4[CH:27]=[C:28](/[CH:32]=[CH:33]/[C:34]([OH:36])=[O:35])[CH:29]=[CH:30][CH:31]=4)=[O:24])[C:16]4[C:21]([CH:22]=3)=[CH:20][CH:19]=[CH:18][CH:17]=4)[CH:10]=[CH:11][CH:12]=2)[CH2:6][CH2:5][NH:4][CH2:3][CH2:2]1 |f:1.2|. Procedure: Compound 25b (107 mg, 75%) was synthesized from 24c (150 mg, 0.3 mmol) and LiOH.H2O (38 mg, 0.89 mmol) using procedure according to the Method E described above. Starting materials: ClC=1C(=CC(=C(C1)S(=O)(=O)N(C=1SC=NN1)CC1=C(C=C(C=C1)OC)OC)F)OC1=C(C=C(C=C1)C1=CC=CC=C1)C1=CN=NC=C1 (5-Chloro-N-(2,4-dimethoxybenzyl)-2-fluoro-4-[(3-pyridazin-4-ylbiphenyl-4-yl)oxy]-N-1,3,4-thiadiazol-2-ylbenzenesulfonamide). Solvent: FC(C(=O)O)(F)F (trifluoroacetic acid). Run at time 16 hour. The product is ClC=1C(=CC(=C(C1)S(=O)(=O)NC=1SC=NN1)F)OC1=C(C=C(C=C1)C1=CC=CC=C1)C1=CN=NC=C1 (5-Chloro-2-fluoro-4-[(3-pyridazin-4-ylbiphenyl-4-yl)oxy]-N-1,3,4-thiadiazol-2-ylbenzenesulfonamide). Yield: 62.8%. RXN SMILES: [Cl:1][C:2]1[C:3]([O:29][C:30]2[CH:35]=[CH:34][C:33]([C:36]3[CH:41]=[CH:40][CH:39]=[CH:38][CH:37]=3)=[CH:32][C:31]=2[C:42]2[CH:47]=[CH:46][N:45]=[N:44][CH:43]=2)=[CH:4][C:5]([F:28])=[C:6]([S:8]([N:11](CC2C=CC(OC)=CC=2OC)[C:12]2[S:13][CH:14]=[N:15][N:16]=2)(=[O:10])=[O:9])[CH:7]=1>FC(F)(F)C(O)=O>[Cl:1][C:2]1[C:3]([O:29][C:30]2[CH:35]=[CH:34][C:33]([C:36]3[CH:37]=[CH:38][CH:39]=[CH:40][CH:41]=3)=[CH:32][C:31]=2[C:42]2[CH:47]=[CH:46][N:45]=[N:44][CH:43]=2)=[CH:4][C:5]([F:28])=[C:6]([S:8]([NH:11][C:12]2[S:13][CH:14]=[N:15][N:16]=2)(=[O:9])=[O:10])[CH:7]=1. Procedure details: 5-Chloro-N-(2,4-dimethoxybenzyl)-2-fluoro-4-[(3-pyridazin-4-ylbiphenyl-4-yl)oxy]-N-1,3,4-thiadiazol-2-ylbenzenesulfonamide (Preparation 25, 124 mg, 0.18 mmol) was dissolved in trifluoroacetic acid (1 mL) and the solution stirred for 16 hours at room temperature. The reaction was concentrated in vacuo then purified by reverse phase column chromatography (ISCO™, 12 g, C18, 20:1 water:acetonitrile to 1:4 water:acetonitrile). The appropriate fractions were combined and concentrated in vacuo to affor...